The task is: describe an organic reaction: reactants, conditions, products, and yield. This data is from the Open Reaction Database (ORD), a public repository of structured organic reaction records. The reactants are COC(=O)C1C(C(CC1)NCC1=C(C=CC(=C1)C=1SC=CN1)OC)C1=CC=C(C=C1)F ((1RS,2RS,3RS)-2-(4-Fluorophenyl)-3-((2-methoxy-5-(thiazol-2-yl)phenyl)methylamino)cyclopentanecarboxylic acid methyl ester), Cl (HCl). Solvent: CO.C(C)OCC (methanol ethyl ether). The product is Cl.COC(=O)C1C(C(CC1)NCC1=C(C=CC(=C1)C=1SC=CN1)OC)C1=CC=C(C=C1)F ((1RS ,2RS ,3RS)-2-(4-Fluorophenyl)-3-((2-methoxy-5-(thiazol-2-yl)phenyl)methylamino)cyclopentanecarboxylic acid methyl ester hydrochloride). As a reaction SMILES: [CH3:1][O:2][C:3]([CH:5]1[CH2:9][CH2:8][CH:7]([NH:10][CH2:11][C:12]2[CH:17]=[C:16]([C:18]3[S:19][CH:20]=[CH:21][N:22]=3)[CH:15]=[CH:14][C:13]=2[O:23][CH3:24])[CH:6]1[C:25]1[CH:30]=[CH:29][C:28]([F:31])=[CH:27][CH:26]=1)=[O:4].[ClH:32]>CO.C(OCC)C>[ClH:32].[CH3:1][O:2][C:3]([CH:5]1[CH2:9][CH2:8][CH:7]([NH:10][CH2:11][C:12]2[CH:17]=[C:16]([C:18]3[S:19][CH:20]=[CH:21][N:22]=3)[CH:15]=[CH:14][C:13]=2[O:23][CH3:24])[CH:6]1[C:25]1[CH:30]=[CH:29][C:28]([F:31])=[CH:27][CH:26]=1)=[O:4] |f:2.3,4.5|. Reported procedure: Exposure of the product from Step A above to 1.0 equivalent of HCl in methanol/ethyl ether followed by evaporation provided the title compound. NMR (400 MHz, CD3OD): δ 8.01 (dd, 1H, J=9,2 Hz), 7.87 (d, 1H, J=2 Hz), 7.86 (d, 1H, J=3 Hz), 7.60 (d, 1H, J=3 Hz), 7.40 (dd, 2H, J=9,5 Hz), 7.21 (t, 2H, J=9 Hz), 7.17 (d, 1H, J=9 Hz). 4.25 (d, 1H, J=13 Hz), 4.11 (d, 1H, J=13 Hz), 3.97-3.86 (m, 2H), 3.79 (s, 3H), 3.63 (s, 3H), 3.38 (quartet, 1H, J=9 Hz), 2.51-2.36 (m, 2H), 2.19-1.97 (m, 2H). Reactants: C1(CC1)S(=O)(=O)NC(=O)[C@@]1([C@@H](C1)C=C)NC(=O)[C@H]1N(C[C@@H](C1)O)C([C@H]([C@@H](CC(CCC=C)C)C)NC(OC(C)(C)C)=O)=O (tert-butyl ((2S,3R)-1-((2S,4R)-2-(((1R,2S)-1-((cyclopropylsulfonyl)carbamoyl)-2-vinylcyclopropyl)carbamoyl)-4-hydroxypyrrolidin-1-yl)-3,5-dimethyl-1-oxonon-8-en-2-yl)carbamate). The reagents and catalysts are CC1=CC(=C(C(=C1)C)N2CCN(C2=[Ru](=CC3=C(C=CC=C3)OC(C)C)(Cl)Cl)C4=C(C=C(C=C4C)C)C)C (Hoveyda-Grubbs 2nd Generation). The solvent is ClCCCl (DCE). Reaction conditions: temperature 80 celsius, time 2 day. Product: C1(CC1)S(=O)(=O)NC(=O)[C@]12NC([C@H]3N(C([C@H]([C@@H](CC(CC\C=C/[C@@H]1C2)C)C)NC(OC(C)(C)C)=O)=O)C[C@@H](C3)O)=O (tert-butyl ((2R,6S,7R,13aS,14aR,16aS,Z)-14a-((cyclopropylsulfonyl)carbamoyl)-2-hydroxy-7,9-dimethyl-5,16-dioxo-1,2,3,5,6,7,8,9,10,11,13a,14,14a,15,16,16a-hexadecahydrocyclopropa[e]pyrrolo[1,2-a][1,4]diazacyclopentadecin-6-yl)carbamate), foam. Reaction SMILES: [CH:1]1([S:4]([NH:7][C:8]([C@@:10]2([NH:15][C:16]([C@@H:18]3[CH2:22][C@@H:21]([OH:23])[CH2:20][N:19]3[C:24](=[O:43])[C@@H:25]([NH:35][C:36](=[O:42])[O:37][C:38]([CH3:41])([CH3:40])[CH3:39])[C@H:26]([CH3:34])[CH2:27][CH:28]([CH3:33])[CH2:29][CH2:30][CH:31]=C)=[O:17])[CH2:12][C@H:11]2[CH:13]=C)=[O:9])(=[O:6])=[O:5])[CH2:3][CH2:2]1>ClCCCl.CC1C=C(C)C(N2C(=[Ru](Cl)(Cl)=CC3C=CC=CC=3OC(C)C)N(C3C(C)=CC(C)=CC=3C)CC2)=C(C)C=1>[CH:1]1([S:4]([NH:7][C:8]([C@@:10]23[CH2:12][C@H:11]2[CH:13]=[CH:31][CH2:30][CH2:29][CH:28]([CH3:33])[CH2:27][C@@H:26]([CH3:34])[C@H:25]([NH:35][C:36](=[O:42])[O:37][C:38]([CH3:40])([CH3:39])[CH3:41])[C:24](=[O:43])[N:19]2[CH2:20][C@H:21]([OH:23])[CH2:22][C@H:18]2[C:16](=[O:17])[NH:15]3)=[O:9])(=[O:5])=[O:6])[CH2:3][CH2:2]1. Procedure: A solution of tert-butyl ((2S,3R)-1-((2S,4R)-2-(((1R,2S)-1-((cyclopropylsulfonyl)carbamoyl)-2-vinylcyclopropyl)carbamoyl)-4-hydroxypyrrolidin-1-yl)-3,5-dimethyl-1-oxonon-8-en-2-yl)carbamate (9.50 g, 15.2 mmol) in DCE (2.5 L) was sparged with nitrogen for 30 min. To the solution was added Hoveyda-Grubbs 2nd Generation Catalyst (0.574 g, 0.912 mmol). The solution was heated at 80° C. for 2 h; then cooled to 45° C. and stirred for 2 days. The reaction solution was concentrated in vacuo and the resu... Starting materials: C(C)(=O)O (acetic acid), ClC=1C(=NC(=C(C1F)Cl)F)F (3,5-dichloro-2,4,6-trifluoropyridine), C(CC(=O)OCC1=CC=CC=C1)(=O)OCC1=CC=CC=C1 (dibenzyl malonate), [H-].[Na+] (sodium hydride). Run in CN(C)C=O (DMF). Reaction conditions: time 17 hour. Yields the product ClC=1C(=NC(=C(C1C(C(=O)OCC1=CC=CC=C1)C(=O)OCC1=CC=CC=C1)Cl)F)F (dibenzyl 2-(3,5-dichloro-2,6-difluoropyridin-4-yl)malonate). The yield is 107.5%. RXN SMILES: [Cl:1][C:2]1[C:3]([F:11])=[N:4][C:5]([F:10])=[C:6]([Cl:9])[C:7]=1F.[C:12]([O:25][CH2:26][C:27]1[CH:32]=[CH:31][CH:30]=[CH:29][CH:28]=1)(=[O:24])[CH2:13][C:14]([O:16][CH2:17][C:18]1[CH:23]=[CH:22][CH:21]=[CH:20][CH:19]=1)=[O:15].[H-].[Na+].C(O)(=O)C>CN(C=O)C>[Cl:1][C:2]1[C:3]([F:11])=[N:4][C:5]([F:10])=[C:6]([Cl:9])[C:7]=1[CH:13]([C:12]([O:25][CH2:26][C:27]1[CH:32]=[CH:31][CH:30]=[CH:29][CH:28]=1)=[O:24])[C:14]([O:16][CH2:17][C:18]1[CH:23]=[CH:22][CH:21]=[CH:20][CH:19]=1)=[O:15] |f:2.3|. Procedure details: 3,5-dichloro-2,4,6-trifluoropyridine (25 g, 15.4 mL, 123.7 mmol) and dibenzyl malonate (35.8 g, 31.5 mL, 126 mmol, Aldrich) were dissolved in anhydrous DMF (240 mL) under nitrogen atmosphere. The mixture was then cooled in an ice bath. To a stirred mixture, was added 60% sodium hydride (10 g, 250 mmol) portionwise (2 g) for 2 hr. The mixture was then stirred in a water bath for ca. 17 hr. Glacial acetic acid was added and the mixture was partitioned between ether and water. Ether layer was taken... The reactants are O=C([O-])[O-], [Cs+], [Cs+], CCCI, CCC(=O)c1cc(C2(c3cccc(Br)c3)N=C(N)N(C)C2=O)c[nH]1, CN(C)C=O. Yields the product CCCn1cc(C2(c3cccc(Br)c3)N=C(N)N(C)C2=O)cc1C(=O)CC. As a reaction SMILES: [C:25](=[O:26])([O-:27])[O-:28].[Cs+:29].[Cs+:30].[I:31][CH2:32][CH2:33][CH3:34].[NH2:1][C:2]1=[N:3][C:4]([c:9]2[cH:10][nH:11][c:12]([C:14]([CH2:15][CH3:16])=[O:17])[cH:13]2)([c:18]2[cH:19][c:20]([Br:24])[cH:21][cH:22][cH:23]2)[C:5](=[O:8])[N:6]1[CH3:7].[O:35]=[CH:36][N:37]([CH3:38])[CH3:39]>>[NH2:1][C:2]1=[N:3][C:4]([c:9]2[cH:10][n:11]([CH2:32][CH2:33][CH3:34])[c:12]([C:14]([CH2:15][CH3:16])=[O:17])[cH:13]2)([c:18]2[cH:19][c:20]([Br:24])[cH:21][cH:22][cH:23]2)[C:5](=[O:8])[N:6]1[CH3:7]. Starting materials: COC1=CC=C(C=C1)OC (1,4-dimethoxybenzene), Cl (HCl), [Al+3].[Cl-].[Cl-].[Cl-] (AlCl3), ClCC(=O)Cl (chloroacetylchloride). Solvent: ClCCl (dichloromethane), ClCCl (dichloromethane). Run at time 5 minute. Yields the product COC1=C(C=C(C=C1)OC)C(CCl)=O (1-(2′,5′-dimethoxyphenyl)-2-chloroethanone). Isolated yield 63.3%. As a reaction SMILES: [CH3:1][O:2][C:3]1[CH:8]=[CH:7][C:6]([O:9][CH3:10])=[CH:5][CH:4]=1.[Al+3].[Cl-].[Cl-].[Cl-].[Cl:15][CH2:16][C:17](Cl)=[O:18].Cl>ClCCl>[CH3:1][O:2][C:3]1[CH:8]=[CH:7][C:6]([O:9][CH3:10])=[CH:5][C:4]=1[C:17](=[O:18])[CH2:16][Cl:15] |f:1.2.3.4|. Procedure: In a three-neck round bottom 2 liter flask, 60.0 g (0.434 mol) of 1,4-dimethoxybenzene is added. To the flask is added 300 mL dry dichloromethane to dissolve the solid. When the solution is clear, 63.7 g (0.477 mol) of anhydrous AlCl3 is added through a powder funnel and the funnel is washed with dichloromethane. The resulting solution is yellowish in color. This solution is stirred at room temperature for 5 minutes and 40.0 mL (0.50 mol) chloroacetylchloride in 5 mL dichloromethane is added dro...